This data is from the Open Reaction Database (ORD), a public repository of structured organic reaction records. The task is: describe an organic reaction: reactants, conditions, products, and yield Starting materials: [BH4-].[Na+] (sodium borohydride), BrC1=CC(=C(C=C1)C(C)=O)F (1-(4-bromo-2-fluorophenyl)ethanone), N (ammonia). The reagents and catalysts are CC([O-])C.[Ti+4].CC([O-])C.CC([O-])C.CC([O-])C (titanium(IV) isopropoxide). The solvent is CO (methanol). Run at time 18 hour. Yields the product BrC1=CC(=C(C=C1)C(C)N)F (1-(4-Bromo-2-fluorophenyl)ethanamine). Yield: 59.8%. RXN SMILES: [Br:1][C:2]1[CH:7]=[CH:6][C:5]([C:8](=O)[CH3:9])=[C:4]([F:11])[CH:3]=1.[NH3:12].[BH4-].[Na+]>CO.CC(C)[O-].[Ti+4].CC(C)[O-].CC(C)[O-].CC(C)[O-]>[Br:1][C:2]1[CH:7]=[CH:6][C:5]([CH:8]([NH2:12])[CH3:9])=[C:4]([F:11])[CH:3]=1 |f:2.3,5.6.7.8.9|. Reported procedure: To a solution of 1-(4-bromo-2-fluorophenyl)ethanone (2.0 g, 9.2 mmol) in methanol (50 mL) was added ammonia (7 N in methanol, 8.0 mL, 55 mmol) and titanium(IV) isopropoxide (5.4 mL, 18 mmol). The reaction mixture was stirred at room temperature for 18 h, cooled to 0° C. and sodium borohydride (520 mg, 14 mmol) was added. The reaction mixture was warmed to room temperature, stirred for 20 min, quenched with 2 M ammonium hydroxide and filtered. The reaction mixture was extracted with methylene chl...